Dataset: the Open Reaction Database (ORD), a public repository of structured organic reaction records. Task: describe an organic reaction: reactants, conditions, products, and yield Starting materials: CC(=O)c1ccc2c(c1)C(c1ncccc1C)CC(C)(C)O2, COC(C)(C)C, O=C(OO)c1cccc(Cl)c1, ClCCl. Yields the product CC(=O)c1ccc2c(c1)C(c1c(C)ccc[n+]1[O-])CC(C)(C)O2. RXN SMILES: [C:1]([CH3:2])(=[O:3])[c:4]1[cH:5][cH:6][c:7]2[c:8]([cH:22]1)[CH:9]([c:15]1[n:16][cH:17][cH:18][cH:19][c:20]1[CH3:21])[CH2:10][C:11]([CH3:13])([CH3:14])[O:12]2.[CH3:34][O:35][C:36]([CH3:37])([CH3:38])[CH3:39].[Cl:23][c:24]1[cH:25][cH:26][cH:27][c:28]([C:29]([O:30][OH:32])=[O:31])[cH:33]1.[Cl:40][CH2:41][Cl:42]>>[C:1]([CH3:2])(=[O:3])[c:4]1[cH:5][cH:6][c:7]2[c:8]([cH:22]1)[CH:9]([c:15]1[n+:16]([O-:31])[cH:17][cH:18][cH:19][c:20]1[CH3:21])[CH2:10][C:11]([CH3:13])([CH3:14])[O:12]2. Starting materials: [BH3-]C#N, O=C1CCC(Cc2ccccc2)CC1, CC(=O)[O-], CO, [NH4+], [Na+]. Yields the product NC1CCC(Cc2ccccc2)CC1. As a reaction SMILES: [C:20](#[N:21])[BH3-:22].[CH2:1]([c:2]1[cH:3][cH:4][cH:5][cH:6][cH:7]1)[CH:8]1[CH2:9][CH2:10][C:11](=[O:14])[CH2:12][CH2:13]1.[CH3:16][C:17](=[O:18])[O-:19].[CH3:24][OH:25].[NH4+:15].[Na+:23]>>[CH2:1]([c:2]1[cH:3][cH:4][cH:5][cH:6][cH:7]1)[CH:8]1[CH2:9][CH2:10][CH:11]([NH2:21])[CH2:12][CH2:13]1. Reactants: C(CCC)[Li] (n-butyl-lithium), [Cl-].[NH4+] (ammonium chloride), C(C1=CC=CC=C1)#N (benzonitrile), CNC(=O)C=1C(=NOC1C)C1=CC=CC=C1 (N,5 -dimethyl-3-phenyl-isoxazole-4-carboxamide). Run in CCCCCC (hexane), O (water), O1CCCC1 (tetrahydrofuran), O1CCCC1 (tetrahydrofuran). Reaction conditions: temperature -5 celsius, time 1 hour. Product: NC(=CC1=C(C(=NO1)C1=CC=CC=C1)C(=O)NC)C1=CC=CC=C1 (5-(2-amino-2-phenylethenyl)-N-methyl- 3-phenyl-isoxazole-4-carboxamide). Isolated yield 63.6%. RXN SMILES: [CH3:1][NH:2][C:3]([C:5]1[C:6]([C:11]2[CH:16]=[CH:15][CH:14]=[CH:13][CH:12]=2)=[N:7][O:8][C:9]=1[CH3:10])=[O:4].C([Li])CCC.[C:22](#[N:29])[C:23]1[CH:28]=[CH:27][CH:26]=[CH:25][CH:24]=1.[Cl-].[NH4+]>CCCCCC.O1CCCC1.O>[NH2:29][C:22]([C:23]1[CH:28]=[CH:27][CH:26]=[CH:25][CH:24]=1)=[CH:10][C:9]1[O:8][N:7]=[C:6]([C:11]2[CH:16]=[CH:15][CH:14]=[CH:13][CH:12]=2)[C:5]=1[C:3]([NH:2][CH3:1])=[O:4] |f:3.4|. Reported procedure: A mixture of 100 grams (0.463 mole) of N,5 -dimethyl-3-phenyl-isoxazole-4-carboxamide and 1000 milliliters of dry tetrahydrofuran is cooled to -5° C. While maintaining the temperature at -5° to 0° C., there is added over a period of one hour a solution of 435 grams (0.95 mole) of 15% n-butyl-lithium in hexane. The resulting mixture is stirred for one hour and while maintaining the temperature at -5° to 0° C. a solution of 50 grams (0.485 mole) of benzonitrile in 100 milliliters of dry tetrahydro... Reactants: C(OCC1=CC=CC=C1)(=O)Cl (benzyl chlorocarbonate), OCCN(C(OC(C)(C)C)=O)C (tert-butyl 2-hydroxyethyl(methyl)carbamate), N1=CC=CC=C1 (pyridine), C(OCC1=CC=CC=C1)(=O)Cl (benzyl chlorocarbonate), N1=CC=CC=C1 (pyridine), C(OCC1=CC=CC=C1)(=O)Cl (benzyl chlorocarbonate), N1=CC=CC=C1 (pyridine). The reagents and catalysts are CN(C1=CC=NC=C1)C (4-dimethylaminopyridine). Run in C(C)(=O)OCC (ethyl acetate), C(C)(=O)OCC (ethyl acetate), C(C)(=O)OCC (ethyl acetate). Reaction conditions: time 2 hour. Product: Cl.C(OCCNC)(O)=O (2-(methylamino)ethyl carbonate hydrochloride). As a reaction SMILES: OCCN(C)[C:5](=[O:11])[O:6][C:7]([CH3:10])(C)C.[N:13]1[CH:18]=CC=CC=1.C([Cl:29])(=O)[O:20]CC1C=CC=CC=1>CN(C)C1C=CN=CC=1.C(OCC)(=O)C>[ClH:29].[C:5](=[O:11])([OH:20])[O:6][CH2:7][CH2:10][NH:13][CH3:18] |f:5.6|. Reported procedure: To a mixture of tert-butyl 2-hydroxyethyl(methyl)carbamate (1.75 g) obtained in Reference Synthetic Example 1 and ethyl acetate (20 mL) were added pyridine (0.97 mL) and 4-dimethylaminopyridine (catalytic amount), and benzyl chlorocarbonate (1.57 mL) was added dropwise thereto. After stirring at room temperature for 2 hrs, pyridine (0.65 mL) and benzyl chlorocarbonate (1.28 mL) were further added. After stirring at room temperature for 5 days, pyridine (0.81 mL) was further added under ice-cooli... The reactants are ClC(Cl)(OC(OC(Cl)(Cl)Cl)=O)Cl (triphosgene), CO (Methanol), COC=1C=C2C(=NC=NC2=CC1OC)OC1=CC(=C(N)C=C1)C (4-[(6,7-Dimethoxy-4-quinazolinyl)oxy]-2-methyl-aniline), C(CCC)N (butylamine). The solvent is C(C)N(CC)CC (triethylamine), C(Cl)(Cl)Cl (chloroform), C(Cl)(Cl)Cl (chloroform). Reaction conditions: time 30 minute. Product: C(CCC)NC(=O)NC1=C(C=C(C=C1)OC1=NC=NC2=CC(=C(C=C12)OC)OC)C (N-Butyl-N′-{4-[(6,7-dimethoxy-4-quinazolinyl)oxy]2methylphenyl}urea). Yield: 56.0%. RXN SMILES: [CH3:1][O:2][C:3]1[CH:4]=[C:5]2[C:10](=[CH:11][C:12]=1[O:13][CH3:14])[N:9]=[CH:8][N:7]=[C:6]2[O:15][C:16]1[CH:22]=[CH:21][C:19]([NH2:20])=[C:18]([CH3:23])[CH:17]=1.ClC(Cl)(O[C:28](=[O:34])OC(Cl)(Cl)Cl)Cl.[CH2:36]([NH2:40])[CH2:37][CH2:38][CH3:39].CO>C(Cl)(Cl)Cl.C(N(CC)CC)C>[CH2:36]([NH:40][C:28]([NH:20][C:19]1[CH:21]=[CH:22][C:16]([O:15][C:6]2[C:5]3[C:10](=[CH:11][C:12]([O:13][CH3:14])=[C:3]([O:2][CH3:1])[CH:4]=3)[N:9]=[CH:8][N:7]=2)=[CH:17][C:18]=1[CH3:23])=[O:34])[CH2:37][CH2:38][CH3:39]. Reported procedure: 4-[(6,7-Dimethoxy-4-quinazolinyl)oxy]-2-methyl-aniline (50 mg) was dissolved in chloroform (3 ml) and triethylamine (0.2 ml), and a solution of triphosgene (48 mg) in chloroform was then added to the solution. The mixture was stirred at room temperature for 30 min. Next, butylamine (24 μl) was added to the reaction solution, and the mixture was further stirred at room temperature overnight. Methanol was added to the reaction solution, and the mixture was purified by HPLC by development with chlo... Reactants: ClC1=C(C(CCl)=O)C=CC(=C1)Cl (2,4-dichlorophenacyl chloride), C(C)NC(NN)=S (4-ethylthiosemicarbazide). Run in CO (methanol). Yields the product Cl.ClC1=C(C=CC(=C1)Cl)C1=NN=C(SC1)NCC (5-(2,4-dichlorophenyl)-N-ethyl-6H-1,3,4-thiadiazin-2-amine monohydrochloride). The yield is 100.1%. RXN SMILES: [Cl:1][C:2]1[CH:11]=[C:10]([Cl:12])[CH:9]=[CH:8][C:3]=1[C:4](=O)[CH2:5]Cl.[CH2:13]([NH:15][C:16](=[S:19])[NH:17][NH2:18])[CH3:14]>CO>[ClH:1].[Cl:1][C:2]1[CH:11]=[C:10]([Cl:12])[CH:9]=[CH:8][C:3]=1[C:4]1[CH2:5][S:19][C:16]([NH:15][CH2:13][CH3:14])=[N:17][N:18]=1 |f:3.4|. Reported procedure: Utilizing the reaction conditions of Example 2, 9.3 g (0.04 mole) of 2,4-dichlorophenacyl chloride and 4.77 g (0.04 mole) of 4-ethylthiosemicarbazide are reacted in 200 ml of methanol to produce 6.5 g of 5-(2,4-dichlorophenyl)-N-ethyl-6H-1,3,4-thiadiazin-2-amine monohydrochloride after recrystallization which, in this case, was from methanol/ethyl acetate. m.p. 197°-198° C. Starting materials: COC(=O)Cc1cccc(Oc2ccc(Br)cc2CBr)c1, CC1NC(=O)OC1c1ccc(Cl)cc1. Product: COC(=O)Cc1cccc(Oc2ccc(Br)cc2CN2C(=O)OC(c3ccc(Cl)cc3)C2C)c1. As a reaction SMILES: [CH3:1][O:2][C:3]([CH2:4][c:5]1[cH:6][c:7]([O:11][c:12]2[c:13]([CH2:19][Br:20])[cH:14][c:15]([Br:18])[cH:16][cH:17]2)[cH:8][cH:9][cH:10]1)=[O:21].[Cl:22][c:23]1[cH:24][cH:25][c:26]([CH:29]2[CH:30]([CH3:35])[NH:31][C:32](=[O:34])[O:33]2)[cH:27][cH:28]1>>[CH3:1][O:2][C:3]([CH2:4][c:5]1[cH:6][c:7]([O:11][c:12]2[c:13]([CH2:19][N:31]3[CH:30]([CH3:35])[CH:29]([c:26]4[cH:25][cH:24][c:23]([Cl:22])[cH:28][cH:27]4)[O:33][C:32]3=[O:34])[cH:14][c:15]([Br:18])[cH:16][cH:17]2)[cH:8][cH:9][cH:10]1)=[O:21]. The reactants are FC=1C=C(C=CC1)C=1C=C2C(CC(NC2=CC1)=O)(C)C (6-(3-fluorophenyl)-4,4-dimethyl-3,4-dihydroquinoline-2(1H)-one), P12(=S)SP3(=S)SP(=S)(S1)SP(=S)(S2)S3 (phosphorus pentasulfide). Run in N1=CC=CC=C1 (pyridine). The product is FC=1C=C(C=CC1)C=1C=C2C(CC(NC2=CC1)=S)(C)C (6-(3-Fluorophenyl)-4,4-dimethyl-3,4-dihydroquinoline-2(1H)-thione). RXN SMILES: [F:1][C:2]1[CH:3]=[C:4]([C:8]2[CH:9]=[C:10]3[C:15](=[CH:16][CH:17]=2)[NH:14][C:13](=O)[CH2:12][C:11]3([CH3:20])[CH3:19])[CH:5]=[CH:6][CH:7]=1.P12(SP3(SP(SP(S3)(S1)=S)(=S)S2)=S)=[S:22]>N1C=CC=CC=1>[F:1][C:2]1[CH:3]=[C:4]([C:8]2[CH:9]=[C:10]3[C:15](=[CH:16][CH:17]=2)[NH:14][C:13](=[S:22])[CH2:12][C:11]3([CH3:20])[CH3:19])[CH:5]=[CH:6][CH:7]=1. Procedure details: Prepared by heating under reflux overnight a mixture of 6-(3-fluorophenyl)-4,4-dimethyl-3,4-dihydroquinoline-2(1H)-one and an equal weight of phosphorus pentasulfide was stirred in pyridine. Workup as in the previous example gave a yellow solid, mp 209-211° C. 1H-NMR (DMSO-d6) δ 12.34 (s, 1H), 7.65 (d, 1H J=2.2 Hz) 7.57 (dd, 1H J1=8.24 J2=2.2 Hz), 7.51 (m, 3H), 7.18 (m, 2H), 2.84 (s, 2H), 1.26 (s, 6H). MS m/z 284 [M−H]− Anal. Calc. For C17H16FlNS: C, 71.55, H, 5.65, N, 4.91. Found: C, 71.18, H, ... Reactants: C(C)(C)(C)OC(=O)N1C(CCCC1)CN ((RS)-2-Aminomethyl-piperidine-1-carboxylic acid tert butyl ester), ClC=1NC2=C(N1)C=CC=C2 (2-chlorobenzimidazole). Run at temperature 100 celsius. The product is C(C)(C)(C)OC(=O)N1C(CCCC1)CNC1=NC2=C(N1)C=CC=C2 ((RS) 2-(1H-Benzoimidazol-2-ylaminomethyl)-piperidine-1-carboxylic acid tert butyl ester). Yield: 30.8%. As a reaction SMILES: [C:1]([O:5][C:6]([N:8]1[CH2:13][CH2:12][CH2:11][CH2:10][CH:9]1[CH2:14][NH2:15])=[O:7])([CH3:4])([CH3:3])[CH3:2].Cl[C:17]1[NH:18][C:19]2[CH:25]=[CH:24][CH:23]=[CH:22][C:20]=2[N:21]=1>>[C:1]([O:5][C:6]([N:8]1[CH2:13][CH2:12][CH2:11][CH2:10][CH:9]1[CH2:14][NH:15][C:17]1[NH:21][C:20]2[CH:22]=[CH:23][CH:24]=[CH:25][C:19]=2[N:18]=1)=[O:7])([CH3:4])([CH3:3])[CH3:2]. Reported procedure: (RS)-2-Aminomethyl-piperidine-1-carboxylic acid tert butyl ester (0.25 g) and 2-chlorobenzimidazole (0.15 g) were combined and warmed to 100° C. for 48 hours. After cooling to room temperature the mixture was column chromatographed (silica gel, ethyl acetate/pentane 1:4-ethyl acetate/pentane 1:1 eluant) to give the title compound (0.1 g). Starting materials: S(=O)(=O)([O-])[O-].[Mg+2] (magnesium sulfate), FC(C1=CC=C(C=C1)O)(F)F (4-trifluoromethylphenol), C([O-])([O-])=O.[K+].[K+] (potassium carbonate), FC1=NC(=CC=C1)F (2,6-difluoropyridine). Solvent: O (Water), CCCCCC (hexane), CN(C)C=O (DMF), CN(C)C=O (DMF). Conditions: time 15 minute. The product is FC1=NC(=CC=C1)OC1=CC=C(C=C1)C(F)(F)F (2-fluoro-6-(4-trifluoromethylphenoxy)-pyridine). Yield: 60.0%. As a reaction SMILES: [F:1][C:2]([F:11])([F:10])[C:3]1[CH:8]=[CH:7][C:6]([OH:9])=[CH:5][CH:4]=1.C(=O)([O-])[O-].[K+].[K+].[F:18][C:19]1[CH:24]=[CH:23][CH:22]=[C:21](F)[N:20]=1.S([O-])([O-])(=O)=O.[Mg+2]>CN(C=O)C.CCCCCC.O>[F:18][C:19]1[CH:24]=[CH:23][CH:22]=[C:21]([O:9][C:6]2[CH:5]=[CH:4][C:3]([C:2]([F:10])([F:11])[F:1])=[CH:8][CH:7]=2)[N:20]=1 |f:1.2.3,5.6|. Procedure: A reaction flask was loaded with 4-trifluoromethylphenol (8.4 g), anhydrous potassium carbonate (8.6 g), and DMF (15 ml), followed by stirring at room temperature for 15 minutes. To this mixture, 2,6-difluoropyridine (6.0 g) dissolved in DMF (15 ml) was dropwise added in one hour. Thereafter, the temperature was raised up to 60° C., and the mixture was stirred for six hours. Water was added to the reaction mixture, and extraction was carried out with hexane, followed by addition of magnesium sul...